describe an organic reaction: reactants, conditions, products, and yield From a dataset of the Open Reaction Database (ORD), a public repository of structured organic reaction records. Reactants: ClC=1C=CN2C(C(=CC(=C2C1OC)C1CC1)C(=O)OC)=O (methyl 8-chloro-1-cyclopropyl-9-methoxy-4-oxo-4H-quinolizine-3-carboxylate), N1N=CC2=CC(=CC=C12)B1OC(C)(C)C(C)(C)O1 (1H-Indazole-5-boronic acid pinacol ester). Procedure: Methyl 8-(1H-indazol-5-yl)-1-cyclopropyl-9-methoxy-4-oxo-4H-quinolizine-3-carboxylate was prepared according to General Procedure A from methyl 8-chloro-1-cyclopropyl-9-methoxy-4-oxo-4H-quinolizine-3-carboxylate (50 mg, 0.16 mmol), and 1H-Indazole-5-boronic acid pinacol ester (47.6 mg, 0.20 mmol). Purification by flash silica column chromatography (DCM:MeOH) (1:0 to 9:1) afforded the title compound as an orange foam (32 mg, 46%). RXN SMILES: Cl[C:2]1[CH:3]=[CH:4][N:5]2[C:10]([C:11]=1[O:12][CH3:13])=[C:9]([CH:14]1[CH2:16][CH2:15]1)[CH:8]=[C:7]([C:17]([O:19][CH3:20])=[O:18])[C:6]2=[O:21].[NH:22]1[C:30]2[C:25](=[CH:26][C:27](B3OC(C)(C)C(C)(C)O3)=[CH:28][CH:29]=2)[CH:24]=[N:23]1>>[NH:22]1[C:30]2[C:25](=[CH:26][C:27]([C:2]3[CH:3]=[CH:4][N:5]4[C:10]([C:11]=3[O:12][CH3:13])=[C:9]([CH:14]3[CH2:16][CH2:15]3)[CH:8]=[C:7]([C:17]([O:19][CH3:20])=[O:18])[C:6]4=[O:21])=[CH:28][CH:29]=2)[CH:24]=[N:23]1. The yield is 51.4%. Yields the product N1N=CC2=CC(=CC=C12)C=1C=CN2C(C(=CC(=C2C1OC)C1CC1)C(=O)OC)=O (methyl 8-(1H-indazol-5-yl)-1-cyclopropyl-9-methoxy-4-oxo-4H-quinolizine-3-carboxylate). Run in O (water). The reactants are ClC1=C(OC2=CC(=C(C=C2)[N+](=O)[O-])[N+](=O)[O-])C=CC(=C1)C(F)(F)F (4-(2-chloro-4-(trifluoromethyl)-phenoxy)-1,2-dinitrobenzene), Cl.NCC#N (aminoacetonitrile hydrochloride), C([O-])([O-])=O.[K+].[K+] (potassium carbonate), O1CCOCC1 (dioxane). As a reaction SMILES: [Cl:1][C:2]1[CH:20]=[C:19]([C:21]([F:24])([F:23])[F:22])[CH:18]=[CH:17][C:3]=1[O:4][C:5]1[CH:10]=[CH:9][C:8]([N+:11]([O-:13])=[O:12])=[C:7]([N+:14]([O-])=O)[CH:6]=1.Cl.[NH2:26][CH2:27][C:28]#N.C(=O)([O-])[O-].[K+].[K+].O1CCOCC1>O>[Cl:1][C:2]1[CH:20]=[C:19]([C:21]([F:24])([F:23])[F:22])[CH:18]=[CH:17][C:3]=1[O:4][C:5]1[CH:10]=[CH:9][C:8]([N+:11]([O-:13])=[O:12])=[C:7]([NH:14][CH2:28][C:27]#[N:26])[CH:6]=1 |f:1.2,3.4.5|. The product is ClC1=C(OC=2C=CC(=C(C2)NCC#N)[N+](=O)[O-])C=CC(=C1)C(F)(F)F (2-[5-(2-chloro-4-(trifluoromethyl)phenoxy)-2-nitrophenylamino]acetonitrile). Procedure details: Into a flask equipped with a reflux condenser, magnetic stirrer, nitrogen inlet and heating mantle, there was added 4-(2-chloro-4-(trifluoromethyl)-phenoxy)-1,2-dinitrobenzene (5 gm, 0.014 mol), aminoacetonitrile hydrochloride (5.1 gm, 0.055 mol), anhydrous potassium carbonate (7.4 gm, 0.053 formula weight) and 50 ml of dioxane. The solution was sirred and refluxed overnight, cooled and poured into water. Following ether extraction, the organic layer was dried and evaporated to a residue. The re... Yield: 15.4%. Starting materials: NC=1C(=CC(=C(C1)N1C=C(C(C2=CC(=C(C(=C12)Cl)F)F)=O)C(=O)O)F)F (1-(5-Amino-2,4-difluorophenyl)-8-chloro-6,7-difluoro-4-oxo-1,4-dihydroquinoline-3-carboxylic acid), C(O)CN (ethanolamine). Run in N1=CC=CC=C1 (pyridine). Run at temperature 50 celsius, time 1.5 hour. Yields the product C(O)CN.NC=1C(=CC(=C(C1)N1C=C(C(C2=CC(=C(C(=C12)Cl)NCCO)F)=O)C(=O)O)F)F (1-(5-Amino-2,4-difluorophenyl)-8-chloro-6-fluoro-7-(2-hydroxyethylamino)-4-oxo-1,4-dihydroquinoline-3-carboxylic Acid Ethanolamine Salt). Isolated yield 79.5%. Reaction SMILES: [NH2:1][C:2]1[C:3]([F:26])=[CH:4][C:5]([F:25])=[C:6]([N:8]2[C:17]3[C:12](=[CH:13][C:14]([F:20])=[C:15](F)[C:16]=3[Cl:18])[C:11](=[O:21])[C:10]([C:22]([OH:24])=[O:23])=[CH:9]2)[CH:7]=1.[CH2:27]([CH2:29][NH2:30])[OH:28]>N1C=CC=CC=1>[CH2:27]([CH2:29][NH2:30])[OH:28].[NH2:1][C:2]1[C:3]([F:26])=[CH:4][C:5]([F:25])=[C:6]([N:8]2[C:17]3[C:12](=[CH:13][C:14]([F:20])=[C:15]([NH:30][CH2:29][CH2:27][OH:28])[C:16]=3[Cl:18])[C:11](=[O:21])[C:10]([C:22]([OH:24])=[O:23])=[CH:9]2)[CH:7]=1 |f:3.4|. Procedure: 1-(5-Amino-2,4-difluorophenyl)-8-chloro-6,7-difluoro-4-oxo-1,4-dihydroquinoline-3-carboxylic acid (600 mg) and ethanolamine (600 mg) were added to pyridine (2,500 mg), and the mixture was stirred at 50° C. for 1.5 hours. The reaction mixture was concentrated under reduced pressure, and ethanol (6 ml) was added to the residue. Deposits were collected by filtration and washed with ethanol and diisopropyl ether in that order to obtain the title compound (603 mg) as a colorless powder.